From a dataset of the Open Reaction Database (ORD), a public repository of structured organic reaction records. describe an organic reaction: reactants, conditions, products, and yield The reactants are ClCCl, OCC1=NOC(c2ccc(C(F)(F)F)cc2)C1, O=S(Cl)Cl. Product: FC(F)(F)c1ccc(C2CC(CCl)=NO2)cc1. As a reaction SMILES: [CH2:22]([Cl:23])[Cl:24].[F:1][C:2]([c:3]1[cH:4][cH:5][c:6]([CH:9]2[CH2:10][C:11]([CH2:14][OH:15])=[N:12][O:13]2)[cH:7][cH:8]1)([F:16])[F:17].[S:18]([Cl:19])([Cl:20])=[O:21]>>[F:1][C:2]([c:3]1[cH:4][cH:5][c:6]([CH:9]2[CH2:10][C:11]([CH2:14][Cl:20])=[N:12][O:13]2)[cH:7][cH:8]1)([F:16])[F:17]. Starting materials: C1(C(OB(O1)B1OC(C(O1)(C)C)(C)C)(C)C)(C)C, c1(c(ncc(n1)Br)N)O[C@@H](c1c(ccc(c1Cl)F)C(N(C)Cc1c(c(nn1c1c(ncn1C)C#N)C)Br)=O)C. The reagents and catalysts are c1ccc(cc1)-c2c3ccccc3cc4ccccc24 (9-Phenylanthracene), [O-]P(=O)([O-])[O-].[K+].[K+].[K+]   (K3PO4), O (water), P([C@]12C[C@@H]3C[C@H](C2)C[C@@H](C1)C3)([C@]12C[C@@H]3C[C@@H](C2)C[C@@H](C1)C3)CCCC (Pd(OAc)2/CataCXium A), C(O[Pd]OC(C)=O)(C)=O (Pd(OAc)2). Solvent: CC1=CC=CC=C1 (Toluene). Conditions: temperature 100 celsius, time 18 hour. The product is C[C@H]1Oc2nc(cnc2N)c3c(CN(C)C(=O)c4ccc(F)c(Cl)c14)nn(c3C)c5c(ncn5C)C#N. As a reaction SMILES: [CH3:1][C@H:2]([c:11]1[c:18]([C:19]([N:21]([CH2:23][c:24]2[n:29]([c:30]3[n:34]([CH3:35])[cH:33][n:32][c:31]3[C:36]#[N:37])[n:28][c:26]([CH3:27])[c:25]2Br)[CH3:22])=[O:20])[cH:17][cH:16][c:14]([F:15])[c:12]1[Cl:13])[O:3][c:4]4[c:9]([NH2:10])[n:8][cH:7][c:6](Br)[n:5]4.CC1(C(C)(C)OB(B2OC(C)(C)C(C)(C)O2)O1)C>>[CH3:1][C@@H:2]1[c:11]([c:18]2[C:19](=[O:20])[N:21]([CH3:22])[CH2:23][c:24]3[c:25]([c:26]([CH3:27])[n:28]([c:30]4[n:34]([CH3:35])[cH:33][n:32][c:31]4[C:36]#[N:37])[n:29]3)[c:6]5[n:5][c:4]([c:9]([NH2:10])[n:8][cH:7]5)[O:3]1)[c:12]([Cl:13])[c:14]([F:15])[cH:16][cH:17]2. Starting materials: BrCc1ccc(I)cc1, C1COCCN1, CCOC(C)=O. The product is Ic1ccc(CN2CCOCC2)cc1. RXN SMILES: [Br:1][CH2:2][c:3]1[cH:4][cH:5][c:6]([I:9])[cH:7][cH:8]1.[CH2:10]1[CH2:11][O:12][CH2:13][CH2:14][NH:15]1.[CH3:16][CH2:17][O:18][C:19](=[O:20])[CH3:21]>>[CH2:2]([c:3]1[cH:4][cH:5][c:6]([I:9])[cH:7][cH:8]1)[N:15]1[CH2:10][CH2:11][O:12][CH2:13][CH2:14]1. Reactants: ClC1=C(C=CC=C1Cl)NC(C(C)(C)C)=O (N-(2,3-dichlorophenyl)pivalamide), compound #12, CN(C)CCN(C)C (TMEDA), [Li]CCCC (n-BuLi), CON(C(C1=CC=CC=C1)=O)C (N-methoxy-N-methylbenzamide), [NH4+].[Cl-] (NH4Cl). Solvent: C(C)(C)(C)OC (t-BuOMe), C(C)(C)(C)OC (t-BuOMe). Reaction conditions: temperature -23 celsius, time 90 minute. The product is C(C1=CC=CC=C1)(=O)C1=CC=C(C(=C1NC(C(C)(C)C)=O)Cl)Cl (N-(6-Benzoyl-2,3-dichlorophenyl)pivalamide). As a reaction SMILES: [Cl:1][C:2]1[C:7]([Cl:8])=[CH:6][CH:5]=[CH:4][C:3]=1[NH:9][C:10](=[O:15])[C:11]([CH3:14])([CH3:13])[CH3:12].CN(CCN(C)C)C.[Li]CCCC.CON(C)[C:32](=[O:39])[C:33]1[CH:38]=[CH:37][CH:36]=[CH:35][CH:34]=1.[NH4+].[Cl-]>C(OC)(C)(C)C>[C:32]([C:4]1[C:3]([NH:9][C:10](=[O:15])[C:11]([CH3:12])([CH3:14])[CH3:13])=[C:2]([Cl:1])[C:7]([Cl:8])=[CH:6][CH:5]=1)(=[O:39])[C:33]1[CH:38]=[CH:37][CH:36]=[CH:35][CH:34]=1 |f:4.5|. Reported procedure: To a cool (−23° C.), stirred solution of N-(2,3-dichlorophenyl)pivalamide (Shimada, I. et al., Bioorganic & Medicinal Chemistry, 16:1966-1982 (2008)), compound #12; 2.10 g, 8.53 mmol) and TMEDA (1.0 ml, 6.63 mmol) in t-BuOMe (21 ml) under N2 was added n-BuLi (7.9 ml, 19.75 mmol, 2.5M in pentane) via syringe over 15 min. The reaction mixture was stirred for 90 min. To the cool reaction mixture was added a solution of N-methoxy-N-methylbenzamide (2.46 g, 14.89 mmol) in t-BuOMe (11 ml) via cannula ... The reactants are CC(C)(O)c1ccc2c(c1)C(=CCCBr)c1cccnc1CO2, O=C([O-])[O-], CC#N, COC(=O)C1CNCCN1c1ccc(Cl)cc1, [K+], [K+], O. Yields the product COC(=O)C1CN(CCC=C2c3cc(C(C)(C)O)ccc3OCc3ncccc32)CCN1c1ccc(Cl)cc1. RXN SMILES: [Br:24][CH2:25][CH2:26][CH:27]=[C:28]1[c:29]2[c:30]([cH:39][cH:40][c:41]([C:43]([CH3:44])([CH3:45])[OH:46])[cH:42]2)[O:31][CH2:32][c:33]2[c:34]1[cH:35][cH:36][cH:37][n:38]2.[C:18](=[O:19])([O-:20])[O-:21].[C:48](#[N:49])[CH3:50].[CH3:1][O:2][C:3](=[O:4])[CH:5]1[N:6]([c:11]2[cH:12][cH:13][c:14]([Cl:17])[cH:15][cH:16]2)[CH2:7][CH2:8][NH:9][CH2:10]1.[K+:22].[K+:23].[OH2:47]>>[CH3:1][O:2][C:3](=[O:4])[CH:5]1[N:6]([c:11]2[cH:12][cH:13][c:14]([Cl:17])[cH:15][cH:16]2)[CH2:7][CH2:8][N:9]([CH2:25][CH2:26][CH:27]=[C:28]2[c:29]3[c:30]([cH:39][cH:40][c:41]([C:43]([CH3:44])([CH3:45])[OH:46])[cH:42]3)[O:31][CH2:32][c:33]3[c:34]2[cH:35][cH:36][cH:37][n:38]3)[CH2:10]1. Reactants: ClC1=NC=C(C=C1)Cl (2,5-dichloropyridine), [H-].[Na+] (NaH), C(C1=CC=CC=C1)N1C[C@@H]([C@H](CC1)[C@H](C)O)C1=CC=C(C=C1)Cl ((S)-1-[(3S,4S)-1-benzyl-3-(4-chloro-phenyl)-piperidin-4-yl]-ethanol), ClC1=NC=C(C=C1)Cl (2,5-dichloropyridine). Solvent: CN(C)C=O (DMF). Run at temperature 40 celsius, time 20 hour. Yields the product C(C1=CC=CC=C1)N1C[C@@H]([C@H](CC1)[C@@H](C)OC1=NC=C(C=C1)Cl)C1=CC=C(C=C1)Cl (2-{(R)-1-[(3S,4S)-1-Benzyl-3-(4-chloro-phenyl)-piperidin-4-yl]-ethoxy}-5-chloro-pyridine). Reaction SMILES: [H-].[Na+].[CH2:3]([N:10]1[CH2:15][CH2:14][C@H:13]([C@@H:16]([OH:18])[CH3:17])[C@@H:12]([C:19]2[CH:24]=[CH:23][C:22]([Cl:25])=[CH:21][CH:20]=2)[CH2:11]1)[C:4]1[CH:9]=[CH:8][CH:7]=[CH:6][CH:5]=1.Cl[C:27]1[CH:32]=[CH:31][C:30]([Cl:33])=[CH:29][N:28]=1>CN(C=O)C>[CH2:3]([N:10]1[CH2:15][CH2:14][C@H:13]([C@H:16]([O:18][C:27]2[CH:32]=[CH:31][C:30]([Cl:33])=[CH:29][N:28]=2)[CH3:17])[C@@H:12]([C:19]2[CH:24]=[CH:23][C:22]([Cl:25])=[CH:21][CH:20]=2)[CH2:11]1)[C:4]1[CH:5]=[CH:6][CH:7]=[CH:8][CH:9]=1 |f:0.1|. Procedure: A mixture of 69 mg (1.7 mmol) NaH (55% suspension in mineral oil), 359 mg (1.08 mmol) (S)-1-[(3S,4S)-1-benzyl-3-(4-chloro-phenyl)-piperidin-4-yl]-ethanol and 225 mg (1.52 mmol) 2,5-dichloropyridine in 2 mL DMF was stirred for 20 h at 40° C. Further 0.2 eq. 2,5-dichloropyridine was added and stirring was continued for 20 h at 60° C. After evaporation the residue was purified by column chromatography on silica eluting with a gradient formed from ethyl acetate and heptane to afford after evaporatio... The reactants are C(C1=CC=CC=C1)N1C(=NC=2N(C(N(C(C12)=O)CCCO[Si](C)(C)C(C)(C)C)=O)COCC[Si](C)(C)C)Cl (7-benzyl-1-(3-(tert-butyldimethylsilyloxy)propyl)-8-chloro-3-((2-(trimethylsilyl)ethoxy)methyl)-1H-purine-2,6(3H,7H)-dione), Cl (HCl). Solvent: C(C)O (ethyl alcohol). Conditions: temperature 80 celsius, time 8 hour. Yields the product ClC1=NC=2NC(N(C(C2N1CC1=CC=C(C=C1)Cl)=O)CCCO)=O (8-chloro-7-(4-chlorobenzyl)-1-(3-hydroxypropyl)-1H-purine-2,6(3H,7H)-dione). The yield is 87.5%. RXN SMILES: [CH2:1]([N:8]1[C:16]2[C:15](=[O:17])[N:14]([CH2:18][CH2:19][CH2:20][O:21][Si](C(C)(C)C)(C)C)[C:13](=[O:29])[N:12](COCC[Si](C)(C)C)[C:11]=2[N:10]=[C:9]1[Cl:38])[C:2]1[CH:7]=[CH:6][CH:5]=[CH:4][CH:3]=1.[ClH:39]>C(O)C>[Cl:38][C:9]1[N:8]([CH2:1][C:2]2[CH:7]=[CH:6][C:5]([Cl:39])=[CH:4][CH:3]=2)[C:16]2[C:15](=[O:17])[N:14]([CH2:18][CH2:19][CH2:20][OH:21])[C:13](=[O:29])[NH:12][C:11]=2[N:10]=1. Procedure: To a solution of 7-benzyl-1-(3-(tert-butyldimethylsilyloxy)propyl)-8-chloro-3-((2-(trimethylsilyl)ethoxy)methyl)-1H-purine-2,6(3H,7H)-dione (340 mg, 0.56 mmol) in ethyl alcohol (20 mL) was added concentrated HCl (2 mL). The mixture was stirred at 80° C. overnight. The reaction was concentrated, neutralized with saturated sodium bicarbonate, extracted with ethyl acetate. The organic phase was washed with brine, dried over sodium sulfate, and concentrated to give 8-chloro-7-(4-chlorobenzyl)-1-(3-h...